From a dataset of the Open Reaction Database (ORD), a public repository of structured organic reaction records. describe an organic reaction: reactants, conditions, products, and yield Reactants: C(C)OC(=O)N1CCN(CC1)C(=O)C(CCC(=O)OC(C)(C)C)NC(=O)C1=NC2=CC(=CC=C2C(=C1)OC1(CCC1)C(=O)OCC)C (2-[1-(4-(ethoxycarbonyl)piperazin-1-yl)carbonyl-3-(1,1-dimethylethoxycarbonyl)propyl]aminocarbonyl-7-methyl-4-(1-(ethoxycarbonyl)cyclobut-1-oxy)quinoline), FC(C(=O)O)(F)F.C(Cl)Cl (trifluoroacetic acid methylene chloride). The product is C(C)OC(=O)N1CCN(CC1)C(=O)C(CCC(=O)O)NC(=O)C1=NC2=CC(=CC=C2C(=C1)OC1(CCC1)C(=O)OCC)C (2-[1-(4-(ethoxycarbonyl)piperazin-1-yl)carbonyl-3-carboxypropyl]aminocarbonyl-7-methyl-4-(1-(ethoxycarbonyl)cyclobut-1-oxy)quinoline), FC(C(=O)O)(F)F (trifluoroacetic acid). Reaction SMILES: [CH2:1]([O:3][C:4]([N:6]1[CH2:11][CH2:10][N:9]([C:12]([CH:14]([NH:24][C:25]([C:27]2[CH:36]=[C:35]([O:37][C:38]3([C:42]([O:44][CH2:45][CH3:46])=[O:43])[CH2:41][CH2:40][CH2:39]3)[C:34]3[C:29](=[CH:30][C:31]([CH3:47])=[CH:32][CH:33]=3)[N:28]=2)=[O:26])[CH2:15][CH2:16][C:17]([O:19]C(C)(C)C)=[O:18])=[O:13])[CH2:8][CH2:7]1)=[O:5])[CH3:2].[F:48][C:49]([F:54])([F:53])[C:50]([OH:52])=[O:51].C(Cl)Cl>>[CH2:1]([O:3][C:4]([N:6]1[CH2:11][CH2:10][N:9]([C:12]([CH:14]([NH:24][C:25]([C:27]2[CH:36]=[C:35]([O:37][C:38]3([C:42]([O:44][CH2:45][CH3:46])=[O:43])[CH2:39][CH2:40][CH2:41]3)[C:34]3[C:29](=[CH:30][C:31]([CH3:47])=[CH:32][CH:33]=3)[N:28]=2)=[O:26])[CH2:15][CH2:16][C:17]([OH:19])=[O:18])=[O:13])[CH2:8][CH2:7]1)=[O:5])[CH3:2].[F:48][C:49]([F:54])([F:53])[C:50]([OH:52])=[O:51] |f:1.2|. Procedure: A solution of 2-[1-(4-(ethoxycarbonyl)piperazin-1-yl)carbonyl-3-(1,1-dimethylethoxycarbonyl)propyl]aminocarbonyl-7-methyl-4-(1-(ethoxycarbonyl)cyclobut-1-oxy)quinoline (75 mg, 0.09 mmol) in 50% trifluoroacetic acid-methylene chloride (2 ml) was stirred at ambient temperature for 1 hour. The solvent was evaporated in vacuo and the resulting residue was purified by preparative HPLC to afford 2-[1-(4-(ethoxycarbonyl)piperazin-1-yl)carbonyl-3-carboxypropyl]aminocarbonyl-7-methyl-4-(1-(ethoxycarbonyl... The reactants are ice water, C(=O)([O-])[O-].[K+].[K+] (K2CO3), ClC1=C(C=C(C=C1)C)[N+](=O)[O-] (4-chloro-3-nitrotoluene), CS (methyl mercaptan). The solvent is CN(C)C=O (DMF). Reaction conditions: time 3 hour. The product is CSC1=C(C=C(C=C1)C)[N+](=O)[O-] (4-methylthio-3-nitrotoluene). Isolated yield 80.0%. Reaction SMILES: C([O-])([O-])=O.[K+].[K+].Cl[C:8]1[CH:13]=[CH:12][C:11]([CH3:14])=[CH:10][C:9]=1[N+:15]([O-:17])=[O:16].[CH3:18][SH:19]>CN(C=O)C>[CH3:18][S:19][C:8]1[CH:13]=[CH:12][C:11]([CH3:14])=[CH:10][C:9]=1[N+:15]([O-:17])=[O:16] |f:0.1.2|. Procedure: 138 g (1 mol) of K2CO3 are added to a solution of 171.6 g (1 mol) of 4-chloro-3-nitrotoluene in 500 ml of DMF. 1 molar equivalent of methyl mercaptan is passed through, and stirring is continued at 50° C. for 3 h. The reaction mixture is poured on a large amount of ice-water and the precipitate is filtered off under suction, washed with water and dried; 146.3 g (80%) of 4-methylthio-3-nitrotoluene of melting point 71-73° C. are obtained. Starting materials: CC(=O)SC1COC(COc2ccc(F)cc2)C1, C1CCOC1. The product is Fc1ccc(OCC2CC(S)CO2)cc1. Reaction SMILES: [F:1][c:2]1[cH:3][cH:4][c:5]([O:6][CH2:7][CH:8]2[CH2:9][CH:10]([S:13][C:14](=[O:15])[CH3:16])[CH2:11][O:12]2)[cH:17][cH:18]1.[O:19]1[CH2:20][CH2:21][CH2:22][CH2:23]1>>[F:1][c:2]1[cH:3][cH:4][c:5]([O:6][CH2:7][CH:8]2[CH2:9][CH:10]([SH:13])[CH2:11][O:12]2)[cH:17][cH:18]1. The reactants are FC=1C=CC(=C(C1)C(CC1(OC1)C(F)(F)F)(C)C)OC (2-[2-(5-fluoro-2-methoxyphenyl)-2-methylpropyl]-2-trifluoromethyloxirane), OC1=CC=NC2=CC=CC=C12 (4-hydroxyquinoline), [O-]CC.[Na+] (sodium ethoxide). The solvent is CCO (EtOH), CCOC(=O)C (EtOAc), C(C)(=O)O (acetic acid). Run at temperature 85 celsius. Product: FC=1C=CC(=C(C1)C(CC(CN1C=CC(C2=CC=CC=C12)=O)(C(F)(F)F)O)(C)C)OC (1-[4-(5-fluoro-2-methoxyphenyl)-2-hydroxy-4-methyl-2-trifluoromethylpentyl]-1H-quinolin-4-one). As a reaction SMILES: [F:1][C:2]1[CH:3]=[CH:4][C:5]([O:19][CH3:20])=[C:6]([C:8]([CH3:18])([CH3:17])[CH2:9][C:10]2([C:13]([F:16])([F:15])[F:14])[CH2:12][O:11]2)[CH:7]=1.[OH:21][C:22]1[C:31]2[C:26](=[CH:27][CH:28]=[CH:29][CH:30]=2)[N:25]=[CH:24][CH:23]=1.[O-]CC.[Na+]>CCO.CCOC(C)=O.C(O)(=O)C>[F:1][C:2]1[CH:3]=[CH:4][C:5]([O:19][CH3:20])=[C:6]([C:8]([CH3:18])([CH3:17])[CH2:9][C:10]([OH:11])([C:13]([F:16])([F:15])[F:14])[CH2:12][N:25]2[C:26]3[C:31](=[CH:30][CH:29]=[CH:28][CH:27]=3)[C:22](=[O:21])[CH:23]=[CH:24]2)[CH:7]=1 |f:2.3|. Procedure: A mixture of 2-[2-(5-fluoro-2-methoxyphenyl)-2-methylpropyl]-2-trifluoromethyloxirane (see Example 1) (0.21 g) and 4-hydroxyquinoline (0.105 g) and sodium ethoxide (21 wt. % in EtOH) in 4 mL anhydrous EtOH was heated at 85° C. for 6 hours, cooled to room temperature, diluted with EtOAc and acetic acid, washed with water and brine, and dried over magnesium sulfate. Removal of the volatiles in vacuo provided a residue which was purified with flash silica gel using EtOAc as the eluent. Concentratio... Reactants: C(C)(C)(C)OC(=O)N1CCC2=C(N(N=C2CC1)C1CCCC1)OS(=O)(=O)C(F)(F)F (2-cyclopentyl-3-trifluoromethanesulfonyloxy-4,5,7,8-tetrahydro-2H-1,2,6-triaza-azulene-6-carboxylic acid tert-butyl ester), ClC1=CC=C(C=C1)B(O)O (4-chlorophenylboronic acid). The product is ClC1=CC=C(C=C1)C=1N(N=C2CCNCCC12)C1CCCC1 (3-(4-Chloro-phenyl)-2-cyclopentyl-2,4,5,6,7,8-hexahydro-1,2,6-triaza-azulene). Isolated yield 49.4%. Reaction SMILES: C(OC([N:8]1[CH2:17][CH2:16][C:15]2[C:11](=[C:12](OS(C(F)(F)F)(=O)=O)[N:13]([CH:18]3[CH2:22][CH2:21][CH2:20][CH2:19]3)[N:14]=2)[CH2:10][CH2:9]1)=O)(C)(C)C.[Cl:31][C:32]1[CH:37]=[CH:36][C:35](B(O)O)=[CH:34][CH:33]=1>>[Cl:31][C:32]1[CH:37]=[CH:36][C:35]([C:12]2[N:13]([CH:18]3[CH2:19][CH2:20][CH2:21][CH2:22]3)[N:14]=[C:15]3[C:11]=2[CH2:10][CH2:9][NH:8][CH2:17][CH2:16]3)=[CH:34][CH:33]=1. Reported procedure: The title compound (74 mg) was prepared as in Example 177, Steps C and D, using 215 mg of 2-cyclopentyl-3-trifluoromethanesulfonyloxy-4,5,7,8-tetrahydro-2H-1,2,6-triaza-azulene-6-carboxylic acid tert-butyl ester (Example 180, Step A) and 296 mg of 4-chlorophenylboronic acid. MS (ESI): exact mass calculated for C18H22ClN3, 315.15. found, m/z 316.1 [M+H]+. 1H NMR (500 MHz, CDCl3): 7.59-7.53 (m, 2H), 7.36-7.30 (m, 2H), 4.48 (m, 1H), 3.44-3.37 (m, 2H), 3.34-3.27 (m, 2H), 3.22-3.15 (m, 2H), 2.81-2.74... The product is [Br-].BrC1=CC=C(C=C1)[N+]1=CN(C=C1)CCCCCCCCCCCCCC (1-(4-bromophenyl)-3-tetradecyl imidazolium bromide). Procedure details: According to the general synthesis procedure, 4.5 mmol (1.00 g) 1-(4-bromophenyl)imidazole and 5.4 mmol (1.50 g, 1.47 ml) 1-bromotetradecane are dissolved in 5 ml THF and heated for 69 h to 90° C. After the reaction the product is precipitated with diethylether from the reaction solution. Reaction SMILES: [Br:1][C:2]1[CH:7]=[CH:6][C:5]([N:8]2[CH:12]=[CH:11][N:10]=[CH:9]2)=[CH:4][CH:3]=1.Br[CH2:14][CH2:15][CH2:16][CH2:17][CH2:18][CH2:19][CH2:20][CH2:21][CH2:22][CH2:23][CH2:24][CH2:25][CH2:26][CH3:27]>C1COCC1>[Br-:1].[Br:1][C:2]1[CH:3]=[CH:4][C:5]([N+:8]2[CH:12]=[CH:11][N:10]([CH2:27][CH2:26][CH2:25][CH2:24][CH2:23][CH2:22][CH2:21][CH2:20][CH2:19][CH2:18][CH2:17][CH2:16][CH2:15][CH3:14])[CH:9]=2)=[CH:6][CH:7]=1 |f:3.4|. The reactants are BrC1=CC=C(C=C1)N1C=NC=C1 (1-(4-bromophenyl)imidazole), BrCCCCCCCCCCCCCC (1-bromotetradecane). Solvent: C1CCOC1 (THF).